describe an organic reaction: reactants, conditions, products, and yield From a dataset of the Open Reaction Database (ORD), a public repository of structured organic reaction records. Product: [N-]=[N+]=NC1(c2cccc(Br)c2)CCOCC1O. Starting materials: Brc1cccc(C23CCOCC2O3)c1, CO, [Cl-], [N-]=[N+]=[N-], [NH4+], [Na+], O. As a reaction SMILES: [Br:4][c:5]1[cH:6][c:7]([C:11]23[CH2:12][CH2:13][O:14][CH2:15][CH:16]2[O:17]3)[cH:8][cH:9][cH:10]1.[CH3:22][OH:23].[Cl-:2].[N-:19]=[N+:20]=[N-:21].[NH4+:3].[Na+:18].[OH2:1]>>[Br:4][c:5]1[cH:6][c:7]([C:11]2([N:19]=[N+:20]=[N-:21])[CH2:12][CH2:13][O:14][CH2:15][CH:16]2[OH:17])[cH:8][cH:9][cH:10]1. Procedure: 1-((Methylthio)methylsulfonyl)benzene (6.54 g, 32.2 mmole) was dissolved in dry dimethylforamide (DMF, 40 mL). Sodium hydride (3.86 g, 80.5 mmol) was added portion wise under nitrogen atmosphere at 0° C. The reaction mass was gradually heated to 40° C. and maintained for 30 minutes at 40° C. (1S)-1,2-bis(bromomethyl)-1-(1-naphthyl)cyclopropane (5.7 g, 6.1 mmol) dissolved in DMF (15 mL) was added dropwise for 30 min at 0° C. The temperature of the reaction mass was gradually brought to room tempe... As a reaction SMILES: [CH3:1][S:2][CH2:3][S:4]([C:7]1[CH:12]=[CH:11][CH:10]=[CH:9][CH:8]=1)(=[O:6])=[O:5].[H-].[Na+].Br[CH2:16][C@@:17]1([C:22]2[C:31]3[C:26](=[CH:27][CH:28]=[CH:29][CH:30]=3)[CH:25]=[CH:24][CH:23]=2)[CH2:19][CH:18]1[CH2:20]Br.C(OCC)(=O)C.CCCCCC>CN(C)C=O>[C:7]1([S:4]([C:3]2([S:2][CH3:1])[CH2:20][C@H:18]3[C@:17]([C:22]4[C:31]5[C:26](=[CH:27][CH:28]=[CH:29][CH:30]=5)[CH:25]=[CH:24][CH:23]=4)([CH2:19]3)[CH2:16]2)(=[O:5])=[O:6])[CH:12]=[CH:11][CH:10]=[CH:9][CH:8]=1 |f:1.2,4.5|. Reaction conditions: temperature 40 celsius. The reactants are [H-].[Na+] (Sodium hydride), C(C)(=O)OCC.CCCCCC (ethyl acetate hexane), CSCS(=O)(=O)C1=CC=CC=C1 (1-((Methylthio)methylsulfonyl)benzene), BrC[C@@]1(C(C1)CBr)C1=CC=CC2=CC=CC=C12 ((1S)-1,2-bis(bromomethyl)-1-(1-naphthyl)cyclopropane). Product: C1(=CC=CC=C1)S(=O)(=O)C1(C[C@]2(C[C@H]2C1)C1=CC=CC2=CC=CC=C12)SC ((1S,5S)-3-Benzenesulfonyl-1-(1-naphthyl)-3-methylsulfanyl-bicyclo[3.1.0]hexane). The solvent is CN(C=O)C (dimethylforamide), CN(C=O)C (DMF). Isolated yield 145.4%. Reactants: C(C)OC(C)OCC#CC(/C=C/C1=CC(=C(C(=C1)OC)OC)OC)=O ((E)-6-(1-ethoxy-ethoxy)-1-(3,4,5-trimethoxyphenyl)-1-hexen-4-yn-3-one), C1(=CC=C(C=C1)S(=O)(=O)[O-])C.[NH+]1=CC=CC=C1 (pyridinium (toluene-4-sulphonate)). The solvent is O (water), C(C)O.O1CCCC1 (ethanol tetrahydrofuran). Run at time 20 hour. Product: OCC#CC(/C=C/C1=CC(=C(C(=C1)OC)OC)OC)=O ((E)-6-hydroxy-1-(3,4,5-trimethoxyphenyl)-1-hexen-4-yn-3-one). Reaction SMILES: C(OC([O:6][CH2:7][C:8]#[C:9][C:10](=[O:25])/[CH:11]=[CH:12]/[C:13]1[CH:18]=[C:17]([O:19][CH3:20])[C:16]([O:21][CH3:22])=[C:15]([O:23][CH3:24])[CH:14]=1)C)C.C1(C)C=CC(S([O-])(=O)=O)=CC=1.[NH+]1C=CC=CC=1>C(O)C.O1CCCC1.O>[OH:6][CH2:7][C:8]#[C:9][C:10](=[O:25])/[CH:11]=[CH:12]/[C:13]1[CH:18]=[C:17]([O:19][CH3:20])[C:16]([O:21][CH3:22])=[C:15]([O:23][CH3:24])[CH:14]=1 |f:1.2,3.4|. Procedure details: A solution of 4 g (11.5 mmol) of (E)-6-(1-ethoxy-ethoxy)-1-(3,4,5-trimethoxyphenyl)-1-hexen-4-yn-3-one in 40 ml of ethanol/tetrahydrofuran (1:1) was treated at room temperature with 0.4 g (1.6 mmol) of pyridinium (toluene-4-sulphonate) and was stirred at room temperature for 20 hours. The reaction mixture was diluted with water and extracted twice with ether. The combined organic phases were dried over magnesium sulphate and concentrated. The residue was purified by flash chromatography on 200 g... Starting materials: C(C)(=O)OCC (Ethyl acetate), C(C)(C)(C)OC(=O)C=1NC2=CC=C(C=C2C1N1C(N(C=2C(C1=O)=CSC2)C(=O)OC(C)(C)C)=O)C(F)(F)F (3-(1-tert-butoxycarbonyl-2,4-dioxo-1,2-dihydro-4H-thieno[3,4-d]pyrimidin-3-yl)-5-trifluoromethyl-1H-indole-2-carboxylic acid tert-butyl ester), CC(C)([O-])C.[K+] (potassium tert-butoxide), FC1=C(CBr)C=C(C=C1)F (2,5-difluorobenzyl bromide). Solvent: C1CCOC1 (THF), CN(C)C=O (DMF). Run at time 3 hour. Yields the product C(C)(C)(C)OC(=O)C=1N(C2=CC=C(C=C2C1N1C(N(C=2C(C1=O)=CSC2)C(=O)OC(C)(C)C)=O)C(F)(F)F)CC2=C(C=CC(=C2)F)F (3-(1-tert-butoxycarbonyl-2,4-dioxo-1,2-dihydro-4H-thieno[3,4-d]pyrimidin-3-yl)-1-(2,5-difluorobenzyl)-5-trifluoromethyl-1H-indole-2-carboxylic acid tert-butyl ester). RXN SMILES: [C:1]([O:5][C:6]([C:8]1[NH:9][C:10]2[C:15]([C:16]=1[N:17]1[C:22](=[O:23])[C:21]3=[CH:24][S:25][CH:26]=[C:20]3[N:19]([C:27]([O:29][C:30]([CH3:33])([CH3:32])[CH3:31])=[O:28])[C:18]1=[O:34])=[CH:14][C:13]([C:35]([F:38])([F:37])[F:36])=[CH:12][CH:11]=2)=[O:7])([CH3:4])([CH3:3])[CH3:2].CC(C)([O-])C.[K+].[F:45][C:46]1[CH:53]=[CH:52][C:51]([F:54])=[CH:50][C:47]=1[CH2:48]Br.C(OCC)(=O)C>C1COCC1.CN(C=O)C>[C:1]([O:5][C:6]([C:8]1[N:9]([CH2:48][C:47]2[CH:50]=[C:51]([F:54])[CH:52]=[CH:53][C:46]=2[F:45])[C:10]2[C:15]([C:16]=1[N:17]1[C:22](=[O:23])[C:21]3=[CH:24][S:25][CH:26]=[C:20]3[N:19]([C:27]([O:29][C:30]([CH3:31])([CH3:32])[CH3:33])=[O:28])[C:18]1=[O:34])=[CH:14][C:13]([C:35]([F:36])([F:37])[F:38])=[CH:12][CH:11]=2)=[O:7])([CH3:2])([CH3:3])[CH3:4] |f:1.2|. Reported procedure: To a solution of 3-(1-tert-butoxycarbonyl-2,4-dioxo-1,2-dihydro-4H-thieno[3,4-d]pyrimidin-3-yl)-5-trifluoromethyl-1H-indole-2-carboxylic acid tert-butyl ester 51 (30 mg, 0.054 mmol) in anhydrous THF (1 mL) and anhydrous DMF (1 mL) was added potassium tert-butoxide (9 mg, 0.080 mmol) and 2,5-difluorobenzyl bromide 5J (14.6 mg, 0.071 mmol). The reaction mixture was stirred at room temperature for 3 hours. Ethyl acetate (50 mL) was added and the organic layer was washed with saturated ammonium chlo... The reactants are CCOC(=O)c1nnn(Cc2ccccc2)n1, CCOC(=O)C1=NNNN1Cc1ccccc1, CCO, [K+], [OH-], O, O=S1(=O)CCCC1. Product: O=C([O-])c1nnn(Cc2ccccc2)n1, [K+]. Reaction SMILES: [CH2:18]([c:19]1[cH:20][cH:21][cH:22][cH:23][cH:24]1)[n:25]1[n:26][c:27]([C:30](=[O:31])[O:32][CH2:33][CH3:34])[n:28][n:29]1.[CH2:1]([N:2]1[C:3]([C:4]([O:5][CH2:6][CH3:7])=[O:8])=[N:9][NH:10][NH:11]1)[c:12]1[cH:13][cH:14][cH:15][cH:16][cH:17]1.[CH3:44][CH2:45][OH:46].[K+:43].[OH-:42].[OH2:47].[S:35]1(=[O:40])(=[O:41])[CH2:36][CH2:37][CH2:38][CH2:39]1>>[CH2:18]([c:19]1[cH:20][cH:21][cH:22][cH:23][cH:24]1)[n:25]1[n:26][c:27]([C:30](=[O:31])[O-:32])[n:28][n:29]1.[K+:43]. Starting materials: Cc1cc(Br)ccc1C(=O)c1cc(-n2cc(CCO)nn2)ccc1C, Cc1c(N)cccc1Cl, Cc1cc(Nc2ccc(F)cc2F)ccc1C(=O)c1cc(-n2cc(CCO)nn2)ccc1C. Yields the product Cc1cc(Nc2cccc(Cl)c2C)ccc1C(=O)c1cc(-n2cc(CCO)nn2)ccc1C. Reaction SMILES: [Br:34][c:35]1[cH:36][c:37]([CH3:58])[c:38]([C:41](=[O:42])[c:43]2[c:44]([CH3:57])[cH:45][cH:46][c:47](-[n:49]3[n:50][n:51][c:52]([CH2:54][CH2:55][OH:56])[cH:53]3)[cH:48]2)[cH:39][cH:40]1.[Cl:59][c:60]1[c:61]([CH3:67])[c:62]([NH2:66])[cH:63][cH:64][cH:65]1.[F:1][c:2]1[cH:3][c:4]([F:5])[cH:6][cH:7][c:8]1[NH:9][c:10]1[cH:11][cH:12][c:13]([C:14]([c:15]2[cH:16][c:17](-[n:18]3[cH:19][c:20]([CH2:21][CH2:22][OH:23])[n:24][n:25]3)[cH:26][cH:27][c:28]2[CH3:29])=[O:30])[c:31]([CH3:32])[cH:33]1>>[c:35]1([NH:66][c:62]2[c:61]([CH3:67])[c:60]([Cl:59])[cH:65][cH:64][cH:63]2)[cH:36][c:37]([CH3:58])[c:38]([C:41](=[O:42])[c:43]2[c:44]([CH3:57])[cH:45][cH:46][c:47](-[n:49]3[n:50][n:51][c:52]([CH2:54][CH2:55][OH:56])[cH:53]3)[cH:48]2)[cH:39][cH:40]1.